Dataset: the Open Reaction Database (ORD), a public repository of structured organic reaction records. Task: describe an organic reaction: reactants, conditions, products, and yield Reactants: Cc1ccccc1, OC(c1ccccc1)(c1ccccc1)c1ccccc1Cl, c1ccc(OP(Oc2ccccc2)Oc2ccccc2)cc1, c1c[nH]cn1. The product is Clc1ccccc1C(c1ccccc1)(c1ccccc1)n1ccnc1. Reaction SMILES: [CH3:49][c:50]1[cH:51][cH:52][cH:53][cH:54][cH:55]1.[Cl:28][c:29]1[c:30]([C:35]([OH:36])([c:37]2[cH:38][cH:39][cH:40][cH:41][cH:42]2)[c:43]2[cH:44][cH:45][cH:46][cH:47][cH:48]2)[cH:31][cH:32][cH:33][cH:34]1.[P:1]([O:2][c:3]1[cH:4][cH:5][cH:6][cH:7][cH:8]1)([O:9][c:10]1[cH:11][cH:12][cH:13][cH:14][cH:15]1)[O:16][c:17]1[cH:18][cH:19][cH:20][cH:21][cH:22]1.[nH:23]1[cH:24][n:25][cH:26][cH:27]1>>[n:23]1([C:35]([c:30]2[c:29]([Cl:28])[cH:34][cH:33][cH:32][cH:31]2)([c:37]2[cH:38][cH:39][cH:40][cH:41][cH:42]2)[c:43]2[cH:44][cH:45][cH:46][cH:47][cH:48]2)[cH:24][n:25][cH:26][cH:27]1.